This data is from the Open Reaction Database (ORD), a public repository of structured organic reaction records. The task is: describe an organic reaction: reactants, conditions, products, and yield Reactants: O[C@H](C(=O)O)C ((S)(+)-2 hydroxypropionic acid), CC(C)([O-])C.[K+] (potassium tert-butoxide), COC1=CC=C(CCl)C=C1 (4Methoxybenzyl chloride). Run in CN(C)C=O (DMF). Reaction conditions: temperature 25 celsius, time 1 hour. Yields the product O[C@H](C(=O)OCC1=CC=C(C=C1)OC)C (4-Methoxybenzyl(S)(+)-2-hydroxypropionate). RXN SMILES: [OH:1][C@@H:2]([CH3:6])[C:3]([OH:5])=[O:4].CC(C)([O-])C.[K+].[CH3:13][O:14][C:15]1[CH:22]=[CH:21][C:18]([CH2:19]Cl)=[CH:17][CH:16]=1>CN(C=O)C>[OH:1][C@@H:2]([CH3:6])[C:3]([O:5][CH2:19][C:18]1[CH:21]=[CH:22][C:15]([O:14][CH3:13])=[CH:16][CH:17]=1)=[O:4] |f:1.2|. Reported procedure: To a stirred solution of (S)(+)-2 hydroxypropionic acid (9.0 g, 100 mmole) in 100 ml dry DMF was added potassium tert-butoxide (12.34 g, 110 mmole) and the mixture was stirred for one hour at 25° C. 4Methoxybenzyl chloride (18.8 g 120 mmole) was added and the mixture was stirred for six hours at 60° C. The mixture was evaporated under reduced pressure and 250 ml ethyl acatate was added. The organic phase was washed four times with water. The organic phase was dried with sodium sulfate and concen... Starting materials: [Si](C)(C)(C(C)(C)C)OCCCC1=CC=C(C=C1)N(S(=O)(=O)C1=CC=C(C=C1)OCC=1C(=NOC1C)C)CC(C)C (N-(4-(3-((tert-butyldimethylsilyl)oxy)propyl)phenyl)-4-((3,5-dimethylisoxazol-4-yl)methoxy)-N-isobutylbenzenesulfonamide), CCCC[N+](CCCC)(CCCC)CCCC.[F-] (TBAF). Run in O1CCCC1 (Tetrahydrofuran), O1CCCC1 (THF). Reaction conditions: time 1 hour. Product: CC1=NOC(=C1COC1=CC=C(C=C1)S(=O)(=O)N(CC(C)C)C1=CC=C(C=C1)CCCO)C (4-((3,5-dimethylisoxazol-4-yl)methoxy)-N-(4-(3-hydroxypropyl)phenyl)-N-isobutylbenzenesulfonamide). As a reaction SMILES: [Si]([O:8][CH2:9][CH2:10][CH2:11][C:12]1[CH:17]=[CH:16][C:15]([N:18]([CH2:37][CH:38]([CH3:40])[CH3:39])[S:19]([C:22]2[CH:27]=[CH:26][C:25]([O:28][CH2:29][C:30]3[C:31]([CH3:36])=[N:32][O:33][C:34]=3[CH3:35])=[CH:24][CH:23]=2)(=[O:21])=[O:20])=[CH:14][CH:13]=1)(C(C)(C)C)(C)C.CCCC[N+](CCCC)(CCCC)CCCC.[F-]>O1CCCC1>[CH3:36][C:31]1[C:30]([CH2:29][O:28][C:25]2[CH:24]=[CH:23][C:22]([S:19]([N:18]([C:15]3[CH:16]=[CH:17][C:12]([CH2:11][CH2:10][CH2:9][OH:8])=[CH:13][CH:14]=3)[CH2:37][CH:38]([CH3:40])[CH3:39])(=[O:21])=[O:20])=[CH:27][CH:26]=2)=[C:34]([CH3:35])[O:33][N:32]=1 |f:1.2|. Procedure details: N-(4-(3-((tert-butyldimethylsilyl)oxy)propyl)phenyl)-4-((3,5-dimethylisoxazol-4-yl)methoxy)-N-isobutylbenzenesulfonamide (276.8 mg, 0.472 mmol) was dissolved in Tetrahydrofuran (THF) (10 mL). To this solution was added TBAF in THF (1M) (0.707 mL, 0.707 mmol), and the solution was left to stir for 1 hr at room temperature. The reaction mixture was concentrated on the Biotage V10 evaporator, extracted to the organic phase of an aqueous workup between ethyl acetate (10 mL) and water (10 mL) followe... The reactants are C(CCC)C=1N(C(=CN1)C1(C(S1)(C(=O)OC)CC1=CC2=C(C=C1)OCO2)C2=C(C=C(C=C2)OC)OCC(=O)OCC)OCOC(C)[Si](C)(C)C (Methyl (2RS,3RS)-3-(2-n-Butyl-1-trimethylsilylethyloxymethoxy-1H-imidazol-5-yl)-3-(2-ethoxycarbonylmethoxy-4-methoxyphenyl)-2-(3,4-methylenedioxybenzyl)thiirane-2-carboxylate), P(OC)(OC)OC (trimethyl phosphite), Na, CN1C=NC=C1 (1-methylimidazole). The solvent is C(Cl)(Cl)Cl (CHCl3). The product is C(CCC)C=1N(C(=CN1)/C(=C(/C(=O)O)\CC1=CC2=C(C=C1)OCO2)/C2=C(C=C(C=C2)OC)OCC(=O)O)OCOC(C)[Si](C)(C)C ((2E)-3(2-n-Butyl-1-trimethylsilylethyloxymethoxy-1H-imidazol-5-yl)-3-(2-carboxymethoxy-4-methoxyphenyl)-2-(3,4-methylenedioxybenzyl)prop-2-enoic acid). RXN SMILES: [CH2:1]([C:5]1[N:6]([O:42][CH2:43][O:44][CH:45]([Si:47]([CH3:50])([CH3:49])[CH3:48])[CH3:46])[C:7]([C:10]2([C:27]3[CH:32]=[CH:31][C:30]([O:33][CH3:34])=[CH:29][C:28]=3[O:35][CH2:36][C:37]([O:39]CC)=[O:38])S[C:11]2([CH2:17][C:18]2[CH:23]=[CH:22][C:21]3[O:24][CH2:25][O:26][C:20]=3[CH:19]=2)[C:13]([O:15]C)=[O:14])=[CH:8][N:9]=1)[CH2:2][CH2:3][CH3:4].P(OC)(OC)OC.CN1C=CN=C1>C(Cl)(Cl)Cl>[CH2:1]([C:5]1[N:6]([O:42][CH2:43][O:44][CH:45]([Si:47]([CH3:48])([CH3:49])[CH3:50])[CH3:46])[C:7](/[C:10](/[C:27]2[CH:32]=[CH:31][C:30]([O:33][CH3:34])=[CH:29][C:28]=2[O:35][CH2:36][C:37]([OH:39])=[O:38])=[C:11](\[CH2:17][C:18]2[CH:23]=[CH:22][C:21]3[O:24][CH2:25][O:26][C:20]=3[CH:19]=2)/[C:13]([OH:15])=[O:14])=[CH:8][N:9]=1)[CH2:2][CH2:3][CH3:4]. Procedure: Methyl (2RS,3RS)-3-(2-n-Butyl-1-trimethylsilylethyloxymethoxy-1H-imidazol-5-yl)-3-(2-ethoxycarbonylmethoxy-4-methoxyphenyl)-2-(3,4-methylenedioxybenzyl)thiirane-2-carboxylate (411 mg, 0.58 mmol) and trimethyl phosphite, freshly distilled from Na (2 ml, 6 mmol) with 1-methylimidazole (100 μl) in CHCl3 (4 ml) were kept at reflux temperature for 48 h under argon. The solvent and excess trimethyl phosphite were removed under reduced pressure (high vacuum) and the residue chromatographed on silica ge... Reactants: CCOC(=O)c1ccc(OCC)cc1, CC[O-], CC#N, Cc1ccccc1, [Na+], O. Product: CCOc1ccc(C(=O)CC#N)cc1. As a reaction SMILES: [CH2:1]([CH3:2])[O:3][c:4]1[cH:5][cH:6][c:7]([C:8]([O:10][CH2:9][CH3:11])=[O:12])[cH:13][cH:14]1.[CH3:16][CH2:17][O-:18].[CH3:19][C:20]#[N:21].[CH3:22][c:23]1[cH:24][cH:25][cH:26][cH:27][cH:28]1.[Na+:15].[OH2:29]>>[CH2:1]([CH3:2])[O:3][c:4]1[cH:5][cH:6][c:7]([C:8](=[O:10])[CH2:19][C:20]#[N:21])[cH:13][cH:14]1. Reactants: ClC1=C(C(=O)C2=CC(=C(C(=C2)C(C)(C)C)O)C(C)(C)C)C(=CC(=N1)C)C (4-(2-chloro-4,6-dimethylnicotinoyl)-2,6-di-tertiary butylphenol), O.NN (hydrazine hydrate). Product: C(C)(C)(C)C=1C=C(C=C(C1O)C(C)(C)C)C1=NNC2=NC(=CC(=C21)C)C (3-(3,5-di-tertiary butyl-4-hydroxyphenyl)-4,6-dimethyl-1H-pyrazolo[3,4-b]pyridine). Reaction SMILES: Cl[C:2]1[N:24]=[C:23]([CH3:25])[CH:22]=[C:21]([CH3:26])[C:3]=1[C:4]([C:6]1[CH:11]=[C:10]([C:12]([CH3:15])([CH3:14])[CH3:13])[C:9]([OH:16])=[C:8]([C:17]([CH3:20])([CH3:19])[CH3:18])[CH:7]=1)=O.O.[NH2:28][NH2:29]>N1C=CC=CC=1>[C:12]([C:10]1[CH:11]=[C:6]([C:4]2[C:3]3[C:2](=[N:24][C:23]([CH3:25])=[CH:22][C:21]=3[CH3:26])[NH:29][N:28]=2)[CH:7]=[C:8]([C:17]([CH3:19])([CH3:18])[CH3:20])[C:9]=1[OH:16])([CH3:14])([CH3:15])[CH3:13] |f:1.2|. The solvent is N1=CC=CC=C1 (pyridine). The yield is 90.1%. Reported procedure: A mixture of 18.3 g of 4-(2-chloro-4,6-dimethylnicotinoyl)-2,6-di-tertiary butylphenol, 11 g of hydrazine hydrate and 100 ml of pyridine is reacted and the product is treated in a similar manner as Example 1 to give 15.5 g of 3-(3,5-di-tertiary butyl-4-hydroxyphenyl)-4,6-dimethyl-1H-pyrazolo[3,4-b]pyridine as white crystals, melting at 257°-258° C. Starting materials: COc1cc(N)cc(OC)c1OCC(F)(F)F, Cl, Cl, [I-], [K+], O=N[O-], [Na+], O. Product: COc1cc(I)cc(OC)c1OCC(F)(F)F. Reaction SMILES: [CH3:2][O:3][c:4]1[cH:5][c:6]([NH2:7])[cH:8][c:9]([O:17][CH3:18])[c:10]1[O:11][CH2:12][C:13]([F:14])([F:15])[F:16].[ClH:19].[ClH:1].[I-:25].[K+:24].[N:20]([O-:21])=[O:22].[Na+:23].[OH2:26]>>[CH3:2][O:3][c:4]1[cH:5][c:6]([I:25])[cH:8][c:9]([O:17][CH3:18])[c:10]1[O:11][CH2:12][C:13]([F:14])([F:15])[F:16]. The reactants are OO (hydrogen peroxide), IC1=CC=C(C=C1)C(CNS(=O)(=O)C(C)C)C (2-(4-Iodophenyl) propyl isopropylsulfonamide), [OH-].[Na+] (sodium hydroxide), C1(=CC=CC=C1)COC(=O)NCC=C ((phenylmethoxy)-N-prop-2-enylcarboxamide), 9-BBN dimer. The reagents and catalysts are C1=CC=C(C=C1)P([C-]2C=CC=C2)C3=CC=CC=C3.C1=CC=C(C=C1)P([C-]2C=CC=C2)C3=CC=CC=C3.Cl[Pd]Cl.[Fe+2] (PdCl2(dppf)), Cl[Pd]Cl (dichloropalladium (II)). Yields the product CC(CNS(=O)(=O)C(C)C)C1=CC=C(C=C1)CCCNC(=O)OCC1=CC=CC=C1 (N-{3-[4-(1-methyl-2-{[(methylethyl)sulfonyl]amino}ethyl)phenyl]propyl}(phenylmethoxy)carboxamide). The yield is 98.1%. Reaction SMILES: I[C:2]1[CH:7]=[CH:6][C:5]([CH:8]([CH3:17])[CH2:9][NH:10][S:11]([CH:14]([CH3:16])[CH3:15])(=[O:13])=[O:12])=[CH:4][CH:3]=1.[C:18]1([CH2:24][O:25][C:26]([NH:28][CH2:29][CH:30]=[CH2:31])=[O:27])[CH:23]=[CH:22][CH:21]=[CH:20][CH:19]=1.C12CCCC(CCC1)B12[H]B2(C3CCCC2CCC3)[H]1.[OH-].[Na+].OO>Cl[Pd]Cl.C1C=CC(P(C2C=CC=CC=2)[C-]2C=CC=C2)=CC=1.C1C=CC(P(C2C=CC=CC=2)[C-]2C=CC=C2)=CC=1.Cl[Pd]Cl.[Fe+2]>[CH3:17][CH:8]([C:5]1[CH:6]=[CH:7][C:2]([CH2:31][CH2:30][CH2:29][NH:28][C:26]([O:25][CH2:24][C:18]2[CH:19]=[CH:20][CH:21]=[CH:22][CH:23]=2)=[O:27])=[CH:3][CH:4]=1)[CH2:9][NH:10][S:11]([CH:14]([CH3:16])[CH3:15])(=[O:13])=[O:12] |f:3.4,7.8.9.10|. Reported procedure: Scheme Vc, step A: 2-(4-Iodophenyl) propyl isopropylsulfonamide (1.5 g, 4.1 mmol), (phenylmethoxy)-N-prop-2-enylcarboxamide (0.94 g, 4.9 mmol, prepared in example 8), 9-BBN dimer (0.8 g, 3.28 mmol), [1,1′bis(diphenylphosphino)-ferrocene] dichloropalladium (II), PdCl2(dppf) (0.17 g, 0.2 mmol), 3N sodium hydroxide (3 mL), and pH=7 buffer: hydrogen peroxide (2:1, 15 mL) were combined in a manner analogous to the procedure described in example 6 to provide the intermediate title compound, N-{3-[4-(1... Reactants: Cl.NCCC1=CNC2=CC=CC=C12 (tryptamine hydrochloride), C(=O)C=O (glyoxal). The product is C1NCCC=2C3=CC=CC=C3NC12 (1,2,3,4-tetrahydro-β-carboline). As a reaction SMILES: Cl.[NH2:2][CH2:3][CH2:4][C:5]1[C:13]2[C:8](=[CH:9][CH:10]=[CH:11][CH:12]=2)[NH:7][CH:6]=1.[CH:14](C=O)=O>>[CH2:14]1[C:6]2[NH:7][C:8]3[C:13](=[CH:12][CH:11]=[CH:10][CH:9]=3)[C:5]=2[CH2:4][CH2:3][NH:2]1 |f:0.1|. Procedure: A stirred solution of 13 g (0.0756 mol) 1,2,3,4-tetrahydro-β-carboline, produced of tryptamine hydrochloride and glyoxal acid, as described by Ho and Walker (1988), and 2.6 g of Pd/C (10%) in 600 ml cumene were refluxed under nitrogen atmosphere for 90 minutes. After adding 100 ml ethanol the heated solution was filtered and the carbon was extracted with 3×30 ml heated ethanol. The combined liquid fractions were concentrated and the remainder crystallized from toluene for obtaining 10.5 g (82%) ...